This data is from the Open Reaction Database (ORD), a public repository of structured organic reaction records. The task is: describe an organic reaction: reactants, conditions, products, and yield Reactants: C(C1=CC=CC=C1)N1N=CC(=C1CCC)/C=C/C(=O)OCC (ethyl(E)-3-(1-benzyl-5-propyl-1H-pyrazol-4-yl)propenoate), C(=O)O (formic acid). Reagents/catalysts: [C].[Pd] (palladium-carbon). Solvent: C(C)O (ethanol). Product: C(CC)C1=NNC=C1CCC(=O)OCC (ethyl 3-(3-propyl-1H-pyrazol-4-yl)propionate). The yield is 81.6%. Reaction SMILES: C([N:8]1[C:12]([CH2:13][CH2:14][CH3:15])=[C:11](/[CH:16]=[CH:17]/[C:18]([O:20][CH2:21][CH3:22])=[O:19])[CH:10]=[N:9]1)C1C=CC=CC=1.C(O)=O>[C].[Pd].C(O)C>[CH2:13]([C:12]1[C:11]([CH2:16][CH2:17][C:18]([O:20][CH2:21][CH3:22])=[O:19])=[CH:10][NH:9][N:8]=1)[CH2:14][CH3:15] |f:2.3|. Procedure details: A mixture of ethyl(E)-3-(1-benzyl-5-propyl-1H-pyrazol-4-yl)propenoate (6.00 g), 5% palladium-carbon (12.0 g), formic acid (50 ml), and ethanol (100 ml) was refluxed for 16 hours. After the palladium-carbon was removed by filtration, the filtrate was concentrated. The residue was dissolved in ethyl acetate, washed with saturated aqueous sodium bicarbonate and then with saturated aqueous sodium chloride solution, dried (MgSO4), and concentrated. The residue was subjected to silica gel column chrom...